From a dataset of the Open Reaction Database (ORD), a public repository of structured organic reaction records. describe an organic reaction: reactants, conditions, products, and yield Starting materials: 4-[1-(glutarylamido)-tridecyl]-5-hydroxy-2(5H)-furanone, C(=O)(O)CCCC(=O)OC(CCCCCCCCCCCC)C1=CC(OC1O)=O (4-[1-(4-carboxybutanoyloxy)tridecyl]-5-hydroxy-2(5H)-furanone), BrCCCC(=O)OC(CCCCCCCCCCCC)C1=CC(OC1O)=O (4-[1-(4-bromobutanoyloxy)tridecyl]-5-hydroxy-2(5H)-furanone), 4-[(1-phenylcarbamoyl)tridecyl]-5-hydroxy-2(5H)-furanone, CS(=O)(=O)NC(CCCCCCCCCCCC)C1=CC(OC1O)=O (4-[1-(methylsulfonamido)-tridecyl]-5-hydroxy-2(5H)-furanone), COCCOCOC(CCCCCCCCCCCC)C1=CC(OC1O)=O (4-[1-(2-methoxyethoxy)methoxytridecyl]-5-hydroxy-2(5H)-furanone), OC1C=CC(O1)=O (5-hydroxy-2(5H)-furanone), CS(=O)(=O)NC(CCCCCCCCCCCC)C1=CC(OC1O)=O (4-[1-(methylsulfonamido)-tridecyl]-5-hydroxy-2(5H)-furanone), C(=O)(O)CCCC(=O)OC(CCCCCCCCCCCC)C1=CC(OC1O)=O (4-[1-(4-carboxybutanoyloxy)tridecyl]-5-hydroxy-2(5H)-furanone), OC1C=CC(O1)=O (5-hydroxy-2(5H)-furanone), Compound 101, COC(=O)NC(CCCCCCCCCCCC)C1=CC(OC1O)=O (4-(1-(methoxycarbonylamino)tridecyl]-5-hydroxy-2(5H)-furanone), BrCCCC(=O)OC(CCCCCCCCCCCC)C1=CC(OC1O)=O (4-[1-(4-bromobutanoyloxy)tridecyl]-5-hydroxy-2(5H)-furanone), 4-[1-PO(OCH3)CH3O-tridecyl]5-hydroxy-2(5H)-furanone, C(CCCCCCCCCCCC)C=1C(OC(C1)O)=O (tridecyl-5-hydroxy-2(5H)furanone), OC1C=CC(O1)=O (5-hydroxy-2(5H)-furanone), Compound 110, OC1C=CC(O1)=O (5-hydroxy-2(5H)-furanone), COC(=O)NC(CCCCCCCCCCCC)C1=CC(OC1O)=O (4-(1-(methoxycarbonylamino)tridecyl]-5-hydroxy-2(5H)-furanone), C(CCCCCCCCCCCC)C=1C(OC(C1)O)=O (tridecyl-5-hydroxy-2(5H)furanone), Compound 103. Product: C(C)(=S)OC(CCCCCCCCCCCC)C1=CC(OC1O)=O (4-(1-thioacetoxytridecyl)-5-hydroxy-2(5H)-furanone). As a reaction SMILES: C(C1C(=O)OC(O)C=1)CCCCCCCCCCCC.OC1OC(=O)C=C1.C(CC[CH2:33][C:34]([O:36][CH:37]([C:50]1[CH:54]([OH:55])[O:53][C:52](=[O:56])[CH:51]=1)[CH2:38][CH2:39][CH2:40][CH2:41][CH2:42][CH2:43][CH2:44][CH2:45][CH2:46][CH2:47][CH2:48][CH3:49])=O)(O)=O.COCCOCOC(C1C(O)OC(=O)C=1)CCCCCCCCCCCC.C[S:85](NC(C1C(O)OC(=O)C=1)CCCCCCCCCCCC)(=O)=O.COC(NC(C1C(O)OC(=O)C=1)CCCCCCCCCCCC)=O.BrCCCC(OC(C1C(O)OC(=O)C=1)CCCCCCCCCCCC)=O>>[C:34]([O:36][CH:37]([C:50]1[CH:54]([OH:55])[O:53][C:52](=[O:56])[CH:51]=1)[CH2:38][CH2:39][CH2:40][CH2:41][CH2:42][CH2:43][CH2:44][CH2:45][CH2:46][CH2:47][CH2:48][CH3:49])(=[S:85])[CH3:33]. Reported procedure: 4-[1-(glutarylamido)-tridecyl]-5-hydroxy-2(5H)-furanone (Compound 101); 4-[1-(N-methylcarbamoyl)-N-methyl)carbamoyl]tridecyl-5-hydroxy-2(5H)furanone (Compound 102); 4-[(1-phenylcarbamoyl)tridecyl]-5-hydroxy-2(5H)-furanone (Compound 103); 4-[1-ethoxycarbonyloxy)-tridecyl]-5-hydroxy-2(5H)-furanone (Compound 104); 4-[1-(4-carboxybutanoyloxy)tridecyl]-5-hydroxy-2(5H)-furanone (Compound 105); 4-[1-4-carbomethoxybutanoyloxy)tridecyl]-5-hydroxy-2(5H)-furanone (Compound 106); 4-[1-(2-methoxyethoxy)metho... The reactants are C(C1=CC=CC=C1)OC(=O)N[C@H](C(=O)O)C12CC3(CC(CC(C1)C3)C2)O ((2S)-2-{[(Benzyloxy)carbonyl]amino}-2-(3-hydroxyadamantan-1-yl)acetic acid), 1-ethyl-3-(3-dimethyl aminoporpyl)carbodiimide, [C@H]12N[C@@H](C[C@@H]2C1)C(=O)N ((1S,3S,5S)-2-azabicyclo[3.1.0]hexane-3-carboxamide), ON1N=NC2=C1C=CC=C2 (1-hydroxy benzotriazole), C(C)(C)N(C(C)C)CC (N,N-diisopropylethylamine). Run in CN(C=O)C (N,N-dimethyl formamide). Conditions: temperature 20 celsius, time 15 minute. Yields the product C(N)(=O)[C@H]1N([C@H]2C[C@H]2C1)C([C@H](C12CC3(CC(CC(C1)C3)C2)O)NC(OCC2=CC=CC=C2)=O)=O (benzyl N-[(1S)-2-[(1S,3S,5S)-3-carbamoyl-2-azabicyclo[3.1.0]hexan-2-yl]-1-(3-hydroxyadamantan-1-yl)-2-oxo ethyl]carbamate). Yield: 90.0%. As a reaction SMILES: [CH2:1]([O:8][C:9]([NH:11][C@@H:12]([C:16]12[CH2:25][CH:20]3[CH2:21][CH:22]([CH2:24][C:18]([OH:26])([CH2:19]3)[CH2:17]1)[CH2:23]2)[C:13](O)=[O:14])=[O:10])[C:2]1[CH:7]=[CH:6][CH:5]=[CH:4][CH:3]=1.[C@H:27]12[CH2:32][C@H:31]1[CH2:30][C@@H:29]([C:33]([NH2:35])=[O:34])[NH:28]2.ON1C2C=CC=CC=2N=N1.C(N(CC)C(C)C)(C)C>CN(C)C=O>[C:33]([C@@H:29]1[CH2:30][C@H:31]2[C@H:27]([CH2:32]2)[N:28]1[C:13](=[O:14])[C@@H:12]([NH:11][C:9](=[O:10])[O:8][CH2:1][C:2]1[CH:7]=[CH:6][CH:5]=[CH:4][CH:3]=1)[C:16]12[CH2:25][CH:20]3[CH2:21][CH:22]([CH2:24][C:18]([OH:26])([CH2:19]3)[CH2:17]1)[CH2:23]2)(=[O:34])[NH2:35]. Procedure: (2S)-2-{[(Benzyloxy)carbonyl]amino}-2-(3-hydroxyadamantan-1-yl)acetic acid of Formula-XIV (20 gm), 1-ethyl-3-(3-dimethyl aminoporpyl)carbodiimide (13.8 gm), (1S,3S,5S)-2-azabicyclo[3.1.0]hexane-3-carboxamide of formula-III (14.8 gm) and 1-hydroxy benzotriazole (10.2 gm) were dissolved in N,N-dimethyl formamide (80 ml). The reaction mixture was cooled to about 20° C. Addition of N,N-diisopropylethylamine (15.8 gm) was then carried out for 15 min. The reaction mixture was stirred for 4 hrs and the... Starting materials: NCCS (2-aminoethanethiol), [OH-].[Na+] (sodium hydroxide), BrC1=CC=C(S1)C(C(=O)[O-])=C (5-bromo-2-thienylacrylate), CO (methanol), CO (methanol). Run at time 3 day. The product is BrC1=CC=C(S1)C1CC(NCCS1)=O (7-(5-bromo-2-thienyl)perhydro-1,4-thiazepin-5-one). RXN SMILES: [NH2:1][CH2:2][CH2:3][SH:4].[OH-:5].[Na+].[Br:7][C:8]1[S:12][C:11]([C:13](=[CH2:17])C([O-])=O)=[CH:10][CH:9]=1.[CH3:18]O>>[Br:7][C:8]1[S:12][C:11]([CH:13]2[S:4][CH2:3][CH2:2][NH:1][C:18](=[O:5])[CH2:17]2)=[CH:10][CH:9]=1 |f:1.2|. Procedure: To a solution of 2-aminoethanethiol (37.5 g) and sodium hydroxide (15 g) in methanol (500 ml) was added a solution of ethyl 3-(5-bromo-2-thienylacrylate (97.7 g) in methanol (500 ml) under ice-cooling and a nitrogen atmosphere. After being stirred at room temperature for 3 days, the resulting precipitate was collected by filtration and washed with methanol (MeOH) to afford 7-(5-bromo-2-thienyl)perhydro-1,4-thiazepin-5-one (84.6 g) as a solid. Reactants: [H-].[H-].[H-].[H-].[Li+].[Al+3] (LiAlH4), C(C)OC(=O)C=1C(=NC=2C(CCCC2C1)=CC1=CC=CC=C1)C (5,6,7,8-tetrahydro-2-methyl-8-(phenylmethylene)-3-quinolinecarboxylic acid ethyl ester). Solvent: C1CCOC1 (THF). Yields the product CC1=NC=2C(CCCC2C=C1CO)=CC1=CC=CC=C1 (5,6,7,8-tetrahydro-2-methyl-8-(phenylmethylene)-3-quinolinemethanol). Yield: 79.5%. Reaction SMILES: [H-].[H-].[H-].[H-].[Li+].[Al+3].C([O:9][C:10]([C:12]1[C:13]([CH3:29])=[N:14][C:15]2[C:16](=[CH:22][C:23]3[CH:28]=[CH:27][CH:26]=[CH:25][CH:24]=3)[CH2:17][CH2:18][CH2:19][C:20]=2[CH:21]=1)=O)C>C1COCC1>[CH3:29][C:13]1[C:12]([CH2:10][OH:9])=[CH:21][C:20]2[CH2:19][CH2:18][CH2:17][C:16](=[CH:22][C:23]3[CH:24]=[CH:25][CH:26]=[CH:27][CH:28]=3)[C:15]=2[N:14]=1 |f:0.1.2.3.4.5|. Reported procedure: A suspension of LiAlH4 (2.81 g) in THF (250 ml) is treated with 5,6,7,8-tetrahydro-2-methyl-8-(phenylmethylene)-3-quinolinecarboxylic acid ethyl ester (7.43 g) and reacted for 25 minutes. Excess reagent is quenched, the mixture is diluted with ethyl acetate and filtered. The filtrate is washed, dried and evaporated to yield crude 5,6,7,8-tetrahydro-2-methyl-8-(phenylmethylene)-3-quinolinemethanol (7.3 g). Crystallization from aqueous ethanol gives 5.10 g of pure 5,6,7,8-tetrahydro-2-methyl-8-(ph... Starting materials: CC(C)(C)OC(=O)N1CCC(Oc2ccc(NCC=Cc3cccc(C#N)c3)cc2)CC1, [BH3-]C#N, CC(=O)O, CO, ClCCl, [Na+]. Yields the product CN(CC=Cc1cccc(C#N)c1)c1ccc(OC2CCN(C(=O)OC(C)(C)C)CC2)cc1. As a reaction SMILES: [C:1]([CH3:2])([CH3:3])([CH3:4])[O:5][C:6](=[O:7])[N:8]1[CH2:9][CH2:10][CH:11]([O:14][c:15]2[cH:16][cH:17][c:18]([NH:21][CH2:22][CH:23]=[CH:24][c:25]3[cH:26][c:27]([C:28]#[N:29])[cH:30][cH:31][cH:32]3)[cH:19][cH:20]2)[CH2:12][CH2:13]1.[C:37]([BH3-:38])#[N:39].[CH3:33][C:34](=[O:35])[OH:36].[CH3:41][OH:42].[Cl:43][CH2:44][Cl:45].[Na+:40]>>[C:1]([CH3:2])([CH3:3])([CH3:4])[O:5][C:6](=[O:7])[N:8]1[CH2:9][CH2:10][CH:11]([O:14][c:15]2[cH:16][cH:17][c:18]([N:21]([CH2:22][CH:23]=[CH:24][c:25]3[cH:26][c:27]([C:28]#[N:29])[cH:30][cH:31][cH:32]3)[CH3:33])[cH:19][cH:20]2)[CH2:12][CH2:13]1. Starting materials: CCc1nccs1, O=C1CCC2(CC1)OCCO2. Product: CCc1ncc(C2(O)CCC3(CC2)OCCO3)s1. Reaction SMILES: [CH2:1]([CH3:2])[c:3]1[s:4][cH:5][cH:6][n:7]1.[O:8]1[CH2:9][CH2:10][O:11][C:12]12[CH2:13][CH2:14][C:15](=[O:18])[CH2:16][CH2:17]2>>[CH2:1]([CH3:2])[c:3]1[s:4][c:5]([C:15]2([OH:18])[CH2:14][CH2:13][C:12]3([O:8][CH2:9][CH2:10][O:11]3)[CH2:17][CH2:16]2)[cH:6][n:7]1.